Task: describe an organic reaction: reactants, conditions, products, and yield. Dataset: the Open Reaction Database (ORD), a public repository of structured organic reaction records Reactants: CC1=C(C=CC=C1)C1=C(C(OC2=C1C=C1C(=C2)CCC1)=O)C(=O)OCC (ethyl 4-(2-methylphenyl)-2-oxo -2,6,7,8-tetrahydrocyclopenta[g][1]benzopyran-3-carboxylate), Cl (hydrochloric acid), C(C)(=O)O (acetic acid). The solvent is O (water). Product: CC1=C(C=CC=C1)C1=C(C(OC2=C1C=C1C(=C2)CCC1)=O)C(=O)O (4-(2-methylphenyl)-2-oxo-2,6,7,8-tetrahydrocyclopenta [g][1]benzopyran-3-carboxylic acid), crystals. The yield is 97.8%. Reaction SMILES: [CH3:1][C:2]1[CH:7]=[CH:6][CH:5]=[CH:4][C:3]=1[C:8]1[C:13]2[CH:14]=[C:15]3[CH2:20][CH2:19][CH2:18][C:16]3=[CH:17][C:12]=2[O:11][C:10](=[O:21])[C:9]=1[C:22]([O:24]CC)=[O:23].Cl.C(O)(=O)C>O>[CH3:1][C:2]1[CH:7]=[CH:6][CH:5]=[CH:4][C:3]=1[C:8]1[C:13]2[CH:14]=[C:15]3[CH2:20][CH2:19][CH2:18][C:16]3=[CH:17][C:12]=2[O:11][C:10](=[O:21])[C:9]=1[C:22]([OH:24])=[O:23]. Procedure details: A mixture of ethyl 4-(2-methylphenyl)-2-oxo -2,6,7,8-tetrahydrocyclopenta[g][1]benzopyran-3-carboxylate (5.0 g), concentrated hydrochloric acid (13 ml) and acetic acid (25 ml) was refluxed for 12 hours. To this reaction mixture was added water, whereupon 4-(2-methylphenyl)-2-oxo-2,6,7,8-tetrahydrocyclopenta [g][1]benzopyran-3-carboxylic acid was obtained as crystals (4.5 g, 97.8%). Recrystallization from acetone-hexane gave colorless prisms, mp 213°-214° C.